From a dataset of the Open Reaction Database (ORD), a public repository of structured organic reaction records. describe an organic reaction: reactants, conditions, products, and yield Reaction SMILES: FC(F)(F)C(O)=O.COC1C=C(OC)C=CC=1C[N:13]1[C:18]([CH2:19][N:20]2[C:28](=[O:29])[C:27]3[C:22](=[CH:23][CH:24]=[CH:25][CH:26]=3)[C:21]2=[O:30])=[C:17]([C:31]([O:33][CH2:34][CH3:35])=[O:32])[C:16](=[O:36])[NH:15][C:14]1=[O:37]>>[O:29]=[C:28]1[C:27]2[C:22](=[CH:23][CH:24]=[CH:25][CH:26]=2)[C:21](=[O:30])[N:20]1[CH2:19][C:18]1[NH:13][C:14](=[O:37])[NH:15][C:16](=[O:36])[C:17]=1[C:31]([O:33][CH2:34][CH3:35])=[O:32]. Run at temperature 0 celsius, time 1 hour. The product is O=C1N(C(C2=CC=CC=C12)=O)CC1=C(C(NC(N1)=O)=O)C(=O)OCC (Ethyl 6-((1,3-dioxoisoindolin-2-yl)methyl)-2,4-dioxo-1,2,3,4-tetrahydropyrimidine-5-carboxylate). Yield: 132.5%. Procedure: To trifluoroacetic acid (2 mL, 26.0 mmol) was added ethyl 1-(2,4-dimethoxybenzyl)-6-((1,3-dioxoisoindolin-2-yl)methyl)-2,4-dioxo-1,2,3,4-tetrahydropyrimidine-5-carboxylate (198.9 mg, 0.403 mmol) at 0° C. The mixture was stirred at 0° C. for 1 h, then at RT for 6 h. The mixture was concentrated under reduced pressure, and the residue was washed with IPE (5 mL) to give the title compound (183.3 mg). 1H NMR (400 MHz, CDCl3) δ ppm 1.42 (t, J=7.2 Hz, 3H), 4.45 (q, J=7.2 Hz, 2H), 4.98 (s, 2H), 7.78-7.... The reactants are FC(C(=O)O)(F)F (trifluoroacetic acid), COC1=C(CN2C(NC(C(=C2CN2C(C3=CC=CC=C3C2=O)=O)C(=O)OCC)=O)=O)C=CC(=C1)OC (ethyl 1-(2,4-dimethoxybenzyl)-6-((1,3-dioxoisoindolin-2-yl)methyl)-2,4-dioxo-1,2,3,4-tetrahydropyrimidine-5-carboxylate). Starting materials: CC(C)(C)[Si](C)(C)N1C(=O)CC1C(=O)O, C=CCBr, C1CCOC1, C[Si](C)(C)[N-][Si](C)(C)C, [Li+]. Product: C=CCC1C(=O)N([Si](C)(C)C(C)(C)C)C1C(=O)O. RXN SMILES: [C:1]([CH3:2])([CH3:3])([CH3:4])[Si:5]([N:6]1[CH:7]([C:11](=[O:12])[OH:13])[CH2:8][C:9]1=[O:10])([CH3:14])[CH3:15].[CH2:26]([CH:27]=[CH2:28])[Br:29].[CH2:30]1[O:31][CH2:32][CH2:33][CH2:34]1.[CH3:17][Si:18]([N-:19][Si:20]([CH3:21])([CH3:22])[CH3:23])([CH3:24])[CH3:25].[Li+:16]>>[C:1]([CH3:2])([CH3:3])([CH3:4])[Si:5]([N:6]1[CH:7]([C:11](=[O:12])[OH:13])[CH:8]([CH2:28][CH:27]=[CH2:26])[C:9]1=[O:10])([CH3:14])[CH3:15]. Starting materials: N1=CC=CC=C1 (pyridine), CCCCCCCCCCCCCCCCCC(=O)OCC(CO)O (1-monostearin), C(CCCCCCCCCCCCCCCCCCCCC)(=O)Cl (behenoyl chloride). The solvent is C(Cl)(Cl)Cl (chloroform), C(Cl)(Cl)Cl (chloroform). Reaction conditions: time 8 hour. Product: C(CCCCCCCCCCCCCCCCCCCCC)(=O)C(OC(CCCCCCCCCCCCCCCCC)=O)C(O)CO (behenoyl-1-stearoyl-glycerol). RXN SMILES: [CH3:1][CH2:2][CH2:3][CH2:4][CH2:5][CH2:6][CH2:7][CH2:8][CH2:9][CH2:10][CH2:11][CH2:12][CH2:13][CH2:14][CH2:15][CH2:16][CH2:17][C:18]([O:20][CH2:21][CH:22]([OH:25])[CH2:23][OH:24])=[O:19].N1C=CC=CC=1.[C:32](Cl)(=[O:54])[CH2:33][CH2:34][CH2:35][CH2:36][CH2:37][CH2:38][CH2:39][CH2:40][CH2:41][CH2:42][CH2:43][CH2:44][CH2:45][CH2:46][CH2:47][CH2:48][CH2:49][CH2:50][CH2:51][CH2:52][CH3:53]>C(Cl)(Cl)Cl>[C:32]([CH:21]([CH:22]([CH2:23][OH:24])[OH:25])[O:20][C:18](=[O:19])[CH2:17][CH2:16][CH2:15][CH2:14][CH2:13][CH2:12][CH2:11][CH2:10][CH2:9][CH2:8][CH2:7][CH2:6][CH2:5][CH2:4][CH2:3][CH2:2][CH3:1])(=[O:54])[CH2:33][CH2:34][CH2:35][CH2:36][CH2:37][CH2:38][CH2:39][CH2:40][CH2:41][CH2:42][CH2:43][CH2:44][CH2:45][CH2:46][CH2:47][CH2:48][CH2:49][CH2:50][CH2:51][CH2:52][CH3:53]. Procedure: 100 g (279.3 mmol) of 1-monostearin is dissolved in 750 ml of warm chloroform (Note: the chloroform is washed three times with distilled water, dried over MgSO4, and filtered before use). 24.8 ml (307.2 mmol) of pyridine is then added to the solution. (Note: the pyridine is dried over 3A molecular sieves, manufactured by Linde, before use). 110 g (307.2 mmol) of behenoyl chloride is dissolved in 250 ml of washed chloroform and added dropwise to the well stirred solution. The reaction is gently w... The reactants are C(C)OC(=O)COCCCC=O (4-ethoxycarbonylmethoxybutanal), [Cl-].C[NH2+]C (dimethylammonium chloride), solution, C=O (formaldehyde). Yields the product C(C)OC(=O)COCCC(C=O)=C (4-ethoxycarbonylmethoxy-2-methylene-butanal). As a reaction SMILES: [CH2:1]([O:3][C:4]([CH2:6][O:7][CH2:8][CH2:9][CH2:10][CH:11]=[O:12])=[O:5])[CH3:2].[Cl-].[CH3:14][NH2+]C.C=O>>[CH2:1]([O:3][C:4]([CH2:6][O:7][CH2:8][CH2:9][C:10](=[CH2:14])[CH:11]=[O:12])=[O:5])[CH3:2] |f:1.2|. Reported procedure: 11 g (63.1 mmol) of 4-ethoxycarbonylmethoxybutanal, 5.8 g (71.4 mmol) of dimethylammonium chloride and 5.5 ml (73.5 mmol) of a 37% solution of formaldehyde are stirred for 1 hour at a bath temperature of 110° C. The reaction mixture is allowed to cool and extracted three times with CH2Cl2. The combined organic phases are dried over Na2SO4 and concentrated by evaporation giving 4-ethoxycarbonylmethoxy-2-methylene-butanal as a yellowish liquid which is further reacted without purification. Starting materials: C1(=CC=CC=C1)CCC1=COC2=C1C=CC(=C2CC=C)O (3-(2-Phenylethyl)-6-hydroxy-7-allyl-benzofuran). The reagents and catalysts are [Pd] (Pd/C). The solvent is C(C)(C)(C)OC (methyl tert-butyl ether). Conditions: time 0.5 hour. Product: C1(=CC=CC=C1)CCC1=COC2=C1C=CC(=C2CCC)O (3-(2-Phenylethyl)-6-hydroxy-7-propyl-benzofuran). Reaction SMILES: [C:1]1([CH2:7][CH2:8][C:9]2[C:13]3[CH:14]=[CH:15][C:16]([OH:21])=[C:17]([CH2:18][CH:19]=[CH2:20])[C:12]=3[O:11][CH:10]=2)[CH:6]=[CH:5][CH:4]=[CH:3][CH:2]=1>C(OC)(C)(C)C.[Pd]>[C:1]1([CH2:7][CH2:8][C:9]2[C:13]3[CH:14]=[CH:15][C:16]([OH:21])=[C:17]([CH2:18][CH2:19][CH3:20])[C:12]=3[O:11][CH:10]=2)[CH:2]=[CH:3][CH:4]=[CH:5][CH:6]=1. Procedure: The product from Step E (1.116 grams) was dissolved in methyl tert-butyl ether (12 mL) and placed in a hydrogenation bottle. 5% Pd/C catalyst (110 mg) was added and the mixture hydrogenated for 0.5 hour using a Parr apparatus (14 psi). Filtration through Celite and evaporation gave the title compound as a yellow oil. On standing, a pale yellow solid formed which required no additional purification.